This data is from the Open Reaction Database (ORD), a public repository of structured organic reaction records. The task is: describe an organic reaction: reactants, conditions, products, and yield Starting materials: Cc1cc(O)no1, N#CCC1(n2cc(-c3ccnc(Cl)n3)cn2)CCC(O)CC1, CC(C)OC(=O)N=NC(=O)OC(C)C, C1CCOC1, c1ccc(P(c2ccccc2)c2ccccc2)cc1. Product: Cc1cc(OC2CCC(CC#N)(n3cc(-c4ccnc(Cl)n4)cn3)CC2)no1. Reaction SMILES: [CH3:23][c:24]1[cH:25][c:26]([OH:29])[n:27][o:28]1.[Cl:1][c:2]1[n:3][cH:4][cH:5][c:6](-[c:8]2[cH:9][n:10][n:11]([C:13]3([CH2:20][C:21]#[N:22])[CH2:14][CH2:15][CH:16]([OH:19])[CH2:17][CH2:18]3)[cH:12]2)[n:7]1.[O:49]=[C:50]([O:51][CH:52]([CH3:53])[CH3:54])[N:55]=[N:56][C:57]([O:58][CH:59]([CH3:60])[CH3:61])=[O:62].[O:63]1[CH2:64][CH2:65][CH2:66][CH2:67]1.[c:30]1([P:31]([c:32]2[cH:33][cH:34][cH:35][cH:36][cH:37]2)[c:38]2[cH:39][cH:40][cH:41][cH:42][cH:43]2)[cH:44][cH:45][cH:46][cH:47][cH:48]1>>[Cl:1][c:2]1[n:3][cH:4][cH:5][c:6](-[c:8]2[cH:9][n:10][n:11]([C:13]3([CH2:20][C:21]#[N:22])[CH2:14][CH2:15][CH:16]([O:19][c:26]4[cH:25][c:24]([CH3:23])[o:28][n:27]4)[CH2:17][CH2:18]3)[cH:12]2)[n:7]1. Reactants: O (water), OC1=C(C=CC=C1)CC=C (3-(2-hydroxyphenyl)propene), C([O-])([O-])=O.[K+].[K+] (potassium carbonate), C(C=C)Br (allyl bromide). Run in CC(=O)C (acetone). The product is C(=CC)OC1=C(C=CC=C1)CC=C (3-(2-propenyloxyphenyl)propene). Isolated yield 98.7%. As a reaction SMILES: [OH:1][C:2]1[CH:7]=[CH:6][CH:5]=[CH:4][C:3]=1[CH2:8][CH:9]=[CH2:10].C(=O)([O-])[O-].[K+].[K+].[CH2:17](Br)[CH:18]=[CH2:19].O>CC(C)=O>[CH:17]([O:1][C:2]1[CH:7]=[CH:6][CH:5]=[CH:4][C:3]=1[CH2:8][CH:9]=[CH2:10])=[CH:18][CH3:19] |f:1.2.3|. Reported procedure: 200 g of 3-(2-hydroxyphenyl)propene, 226 g of potassium carbonate and 180 g of allyl bromide were stirred in 490 ml of acetone at reflux temperature for hours and then cooled. One liter of water was added and the resultant layers were separated. The aqueous layer extracted with two volumes of diethyl ether, dried and stripped of solvent to give 256 g of 3-(2-propenyloxyphenyl)propene which was subsequently rearranged as described in Examples 55 and 56 to the 2,6-di-propenylphenol intermediate. 5... Reactants: COC(=O)c1cc(OC)c(OCCCCl)cc1[N+](=O)[O-], CO, [H][H]. The product is COC(=O)c1cc(OC)c(OCCCCl)cc1N. As a reaction SMILES: [CH3:1][O:2][c:3]1[c:4]([O:16][CH2:17][CH2:18][CH2:19][Cl:20])[cH:5][c:6]([N+:13]([O-:14])=[O:15])[c:7]([C:8](=[O:9])[O:10][CH3:11])[cH:12]1.[CH3:23][OH:24].[H:21][H:22]>>[CH3:1][O:2][c:3]1[c:4]([O:16][CH2:17][CH2:18][CH2:19][Cl:20])[cH:5][c:6]([NH2:13])[c:7]([C:8](=[O:9])[O:10][CH3:11])[cH:12]1.